This data is from the Open Reaction Database (ORD), a public repository of structured organic reaction records. The task is: describe an organic reaction: reactants, conditions, products, and yield The reactants are BrCC1=C2N=C(C(=NC2=CC(=C1)[N+](=O)[O-])OC)OC (5-bromomethyl-2,3-dimethoxy-7-nitro-quinoxaline), C(C)N(CCN)CC (2-diethylaminoethylamine). The product is COC1=NC2=CC(=CC(=C2N=C1OC)CNCCN(CC)CC)[N+](=O)[O-] (N-(2,3-Dimethoxy-7-nitro-quinoxalin-5-ylmethyl)-N-(2-diethylaminoethyl)-amine). Reaction SMILES: Br[CH2:2][C:3]1[CH:12]=[C:11]([N+:13]([O-:15])=[O:14])[CH:10]=[C:9]2[C:4]=1[N:5]=[C:6]([O:18][CH3:19])[C:7]([O:16][CH3:17])=[N:8]2.[CH2:20]([N:22]([CH2:26][CH3:27])[CH2:23][CH2:24][NH2:25])[CH3:21]>>[CH3:17][O:16][C:7]1[C:6]([O:18][CH3:19])=[N:5][C:4]2[C:9](=[CH:10][C:11]([N+:13]([O-:15])=[O:14])=[CH:12][C:3]=2[CH2:2][NH:25][CH2:24][CH2:23][N:22]([CH2:26][CH3:27])[CH2:20][CH3:21])[N:8]=1. Procedure details: The title compound can be prepared as described under Example 39 a), that is to say from 5-bromomethyl-2,3-dimethoxy-7-nitro-quinoxaline and 2-diethylaminoethylamine. The title compound is obtained in the form of a colorless oil. Reactants: FC1=CC=C(C=C1)N1C(C(C1C1=CC=C(C=C1)OCC(=O)OC(C)(C)C)CCSC1=CC=C(C=C1)F)=O (1-(4-fluorophenyl)-3-[2-(4-fluorophenylthio)ethyl]-4-[4-(t-butoxycarbonylmethoxy)phenyl]azetidin-2-one). The solvent is C(=O)O (formic acid). Product: FC1=CC=C(C=C1)N1C(C(C1C1=CC=C(C=C1)OCC(=O)O)CCSC1=CC=C(C=C1)F)=O (1-(4-Fluorophenyl)-3-[2-(4-fluorophenylthio)ethyl]-4-[4-(carboxymethoxy)phenyl]azetidin-2-one). Yield: 102.0%. Reaction SMILES: [F:1][C:2]1[CH:7]=[CH:6][C:5]([N:8]2[CH:11]([C:12]3[CH:17]=[CH:16][C:15]([O:18][CH2:19][C:20]([O:22]C(C)(C)C)=[O:21])=[CH:14][CH:13]=3)[CH:10]([CH2:27][CH2:28][S:29][C:30]3[CH:35]=[CH:34][C:33]([F:36])=[CH:32][CH:31]=3)[C:9]2=[O:37])=[CH:4][CH:3]=1>C(O)=O>[F:1][C:2]1[CH:7]=[CH:6][C:5]([N:8]2[CH:11]([C:12]3[CH:13]=[CH:14][C:15]([O:18][CH2:19][C:20]([OH:22])=[O:21])=[CH:16][CH:17]=3)[CH:10]([CH2:27][CH2:28][S:29][C:30]3[CH:31]=[CH:32][C:33]([F:36])=[CH:34][CH:35]=3)[C:9]2=[O:37])=[CH:4][CH:3]=1. Reported procedure: A solution of 1-(4-fluorophenyl)-3-[2-(4-fluorophenylthio)ethyl]-4-[4-(t-butoxycarbonylmethoxy)phenyl]azetidin-2-one (Method 16; 0.880 g, 1.67 mmol) in formic acid (5 ml) was stirred at room temperature for 19 hours. The solvent was removed under reduced pressure and the residue was dissolved in DCM (25 ml). The organic layer was washed twice with water (1×10 ml and 1×5 ml) and once with brine (5 ml), dried over magnesium sulphate and concentrated. This gave the title compound as a colourless oi... Starting materials: NC=1OC=CN1 (2-amino-oxazole), C1=CC=CC=2SC3=CC=CC=C3C(C12)C(=O)Cl (9H-thioxanthene-9-carbonyl chloride). Reagents/catalysts: CN(C)C=1C=CN=CC1 (DMAP). Solvent: N1=CC=CC=C1 (pyridine). Run at time 16 hour. The product is O1C(=NC=C1)NC(=O)C1C2=CC=CC=C2SC=2C=CC=CC12 (9H-Thioxanthene-9-carboxylic acid oxazol-2-ylamide). Isolated yield 18.6%. RXN SMILES: [NH2:1][C:2]1[O:3][CH:4]=[CH:5][N:6]=1.[CH:7]1[C:20]2[CH:19]([C:21](Cl)=[O:22])[C:18]3[C:13](=[CH:14][CH:15]=[CH:16][CH:17]=3)[S:12][C:11]=2[CH:10]=[CH:9][CH:8]=1>CN(C1C=CN=CC=1)C.N1C=CC=CC=1>[O:3]1[CH:4]=[CH:5][N:6]=[C:2]1[NH:1][C:21]([CH:19]1[C:20]2[CH:7]=[CH:8][CH:9]=[CH:10][C:11]=2[S:12][C:13]2[C:18]1=[CH:17][CH:16]=[CH:15][CH:14]=2)=[O:22]. Procedure details: To a stirred solution of (0.048 g, 0.575 mmol) 2-amino-oxazole [Cockerill & al., Synthesis 591(1976)], and DMAP (0.003 g, 0.03 mmol) in pyridine (2 ml) was added at 0° C. (0.100 g, 0.384 mmol) 9H-thioxanthene-9-carbonyl chloride. Stirring was continued at RT for 16 h, the reaction mixture was evaporated and water (5 ml)/sat. NaHCO3 solution (2 ml) was added. The solid was filtered off, dissolved in dichloromethane, dried (MgSO4), and concentrated in vaccuo. The crude material was purified by col... Reactants: O=C([O-])[O-], Cc1cc(NC(=O)c2cc(O)cc(OC(CF)CF)c2)nn1C, CC#N, [K+], [K+], O=C(c1cnc(Cl)c(Cl)c1)N1CCC1. Product: Cc1cc(NC(=O)c2cc(Oc3ncc(C(=O)N4CCC4)cc3Cl)cc(OC(CF)CF)c2)nn1C. As a reaction SMILES: [C:24](=[O:25])([O-:26])[O-:27].[CH3:1][n:2]1[n:3][c:4]([NH:8][C:9]([c:10]2[cH:11][c:12]([O:17][CH:18]([CH2:19][F:20])[CH2:21][F:22])[cH:13][c:14]([OH:16])[cH:15]2)=[O:23])[cH:5][c:6]1[CH3:7].[CH3:44][C:45]#[N:46].[K+:28].[K+:29].[N:30]1([C:34](=[O:35])[c:36]2[cH:37][c:38]([Cl:43])[c:39]([Cl:42])[n:40][cH:41]2)[CH2:31][CH2:32][CH2:33]1>>[CH3:1][n:2]1[n:3][c:4]([NH:8][C:9]([c:10]2[cH:11][c:12]([O:17][CH:18]([CH2:19][F:20])[CH2:21][F:22])[cH:13][c:14]([O:16][c:39]3[c:38]([Cl:43])[cH:37][c:36]([C:34]([N:30]4[CH2:31][CH2:32][CH2:33]4)=[O:35])[cH:41][n:40]3)[cH:15]2)=[O:23])[cH:5][c:6]1[CH3:7]. The reactants are FC1=C(CBr)C=CC=C1 (2-fluorobenzyl bromide), [C@@H]1([C@H](CCC1)O)O (cis-1,2-cyclopentanediol), [H-].[Na+] (sodium hydride), [H][H] (hydrogen). Run in O1CCOCC1 (dioxan), CO (methanol), O1CCOCC1 (dioxan). Reaction conditions: temperature 70 celsius. Yields the product FC1=C(CO[C@H]2[C@H](CCC2)O)C=CC=C1 (cis-1-(2-fluorobenzyloxy)-cyclopentan-2-ol). The yield is 46.1%. RXN SMILES: [C@@H:1]1([OH:7])[CH2:5][CH2:4][CH2:3][C@@H:2]1[OH:6].[H-].[Na+].[H][H].[F:12][C:13]1[CH:20]=[CH:19][CH:18]=[CH:17][C:14]=1[CH2:15]Br>O1CCOCC1.CO>[F:12][C:13]1[CH:20]=[CH:19][CH:18]=[CH:17][C:14]=1[CH2:15][O:6][C@@H:2]1[CH2:3][CH2:4][CH2:5][C@@H:1]1[OH:7] |f:1.2|. Procedure details: 19.4 g (0.19 mol) of cis-1,2-cyclopentanediol were added dropwise to a suspension of 4.8 g (0.2 mol) of sodium hydride (6.0 g of 80% pure sodium hydride in toluene) in 200 ml of dioxan at 5° C. under a nitrogen atmosphere, whilst stirring. After the evolution of hydrogen had ended, the mixture was warmed to 70° C. for 45 minutes and then brought to room temperature and 359 g (0.19 mol) of 2-fluorobenzyl bromide in absolute dioxan were added. After stirring the mixture for 30 minutes, it was heat...